Dataset: the Open Reaction Database (ORD), a public repository of structured organic reaction records. Task: describe an organic reaction: reactants, conditions, products, and yield Starting materials: FC(=C1[C@]2(C)[C@@H](CC1)[C@@H]1CCC=3C=C(C=CC3[C@H]1CC2)OC2OCCCC2)F (17-difluoromethylene-3-(tetrahydro-pyran-2-yl-oxy)-estra-1,3,5(10)-triene), C(C(=O)O)(=O)O (oxalic acid). The solvent is CO (methanol), O (water), O (water). The product is FC(=C1[C@]2(C)[C@@H](CC1)[C@@H]1CCC=3C=C(C=CC3[C@H]1CC2)O)F (17-difluoromethylene-estra-1,3,5(10)-trien-3-ol). Yield: 47.1%. As a reaction SMILES: [F:1][C:2]([F:28])=[C:3]1[CH2:8][CH2:7][C@H:6]2[C@H:9]3[C@H:18]([CH2:19][CH2:20][C@:4]12[CH3:5])[C:17]1[CH:16]=[CH:15][C:14]([O:21]C2CCCCO2)=[CH:13][C:12]=1[CH2:11][CH2:10]3.C(O)(=O)C(O)=O>CO.O>[F:1][C:2]([F:28])=[C:3]1[CH2:8][CH2:7][C@H:6]2[C@H:9]3[C@H:18]([CH2:19][CH2:20][C@:4]12[CH3:5])[C:17]1[CH:16]=[CH:15][C:14]([OH:21])=[CH:13][C:12]=1[CH2:11][CH2:10]3. Reported procedure: 1.3 g of crude 17-difluoromethylene-3-(tetrahydro-pyran-2-yl-oxy)-estra-1,3,5(10)-triene in 30 ml of methanol and 3 ml of water are suspended with 1.3 g of oxalic acid for 1 hour at a bath temperature of 100° C. Then, it is added to water, extracted three times with dichloromethane, washed neutral, dried on sodium sulfate and evaporated to dryness in a vacuum. 1.0 g of crude 17-difluoromethylene-estra-1,3,5(10)-trien-3-ol, which is chromatographed on silica gel with hexane/ethyl acetate, is obta...